This data is from the Open Reaction Database (ORD), a public repository of structured organic reaction records. The task is: describe an organic reaction: reactants, conditions, products, and yield Reactants: C(C)=O (acetaldehyde), C(C)(C)N (isopropylamine), C(C)(=O)C=1N=C2C(=NC1)NC=C2C(C(C)(C)C)=O (1-(2-Acetyl-5H-pyrrolo[2,3-b]pyrazin-7-yl)-2,2-dimethyl-propan-1-one), C(C)(C)NC(=O)C=1N=C2C(=NC1)NC=C2C(C(C)(C)C)=O (7-(2,2-Dimethyl-propionyl)-5H-pyrrolo[2,3-b]pyrazine-2-carboxylic acid isopropylamide), C(C)=O (acetaldehyde), product, CC(=O)OI1(C=2C=CC=CC2C(=O)O1)(OC(=O)C)OC(=O)C (Dess-Martin periodinane). Yields the product OC(C(C)C)C=1N=C2C(=NC1)NC=C2C(C(C)(C)C)=O (1-[2-(1-Hydroxy-2-methyl-propyl)-5H-pyrrolo[2,3-b]pyrazin-7-yl]-2,2-dimethyl-propan-1-one). RXN SMILES: C(=O)C.C(N[C:8]([C:10]1[N:11]=[C:12]2[C:18]([C:19](=[O:24])[C:20]([CH3:23])([CH3:22])[CH3:21])=[CH:17][NH:16][C:13]2=[N:14][CH:15]=1)=[O:9])(C)C.[CH:25](N)([CH3:27])[CH3:26].C(C1N=C2C(C(=O)C(C)(C)C)=CNC2=NC=1)(=O)C.CC(OI1(OC(C)=O)(OC(C)=O)OC(=O)C2C=CC=CC1=2)=O>>[OH:9][CH:8]([C:10]1[N:11]=[C:12]2[C:18]([C:19](=[O:24])[C:20]([CH3:21])([CH3:22])[CH3:23])=[CH:17][NH:16][C:13]2=[N:14][CH:15]=1)[CH:25]([CH3:27])[CH3:26]. Procedure details: Substituting isobutyraldehyde for acetaldehyde in Step 2. MP=148-150 C, (M+H)+=276. 7-(2,2-Dimethyl-propionyl)-5H-pyrrolo[2,3-b]pyrazine-2-carboxylic acid isopropylamide Substituting carbon dioxide for acetaldehyde in Step 2. Then following general procedures described in these Examples, using isopropylamine and continuing with Step 3. MP=206-208 C, (M+H)+=289. 1-(2-Acetyl-5H-pyrrolo[2,3-b]pyrazin-7-yl)-2,2-dimethyl-propan-1-one. The product of Step 3 was treated with Dess-Martin periodinane, fo... Conditions: temperature -78 celsius, time 1 hour. RXN SMILES: [Br:1][CH2:2][Br:3].[CH2:4]([O:11][C:12]1[CH:17]=[C:16]([C:18]([CH3:26])([CH3:25])[CH2:19][CH2:20][CH2:21][CH2:22][CH2:23][CH3:24])[CH:15]=[CH:14][C:13]=1[CH:27]1[CH:32]([CH3:33])[CH:31]([CH3:34])[CH2:30][C:29](=[O:35])[CH2:28]1)[C:5]1[CH:10]=[CH:9][CH:8]=[CH:7][CH:6]=1.C1([N-]C2CCCCC2)CCCCC1.[Li+]>O1CCCC1.O.CCOCC>[CH2:4]([O:11][C:12]1[CH:17]=[C:16]([C:18]([CH3:25])([CH3:26])[CH2:19][CH2:20][CH2:21][CH2:22][CH2:23][CH3:24])[CH:15]=[CH:14][C:13]=1[CH:27]1[CH:32]([CH3:33])[CH:31]([CH3:34])[CH2:30][C:29]([CH:2]([Br:3])[Br:1])([OH:35])[CH2:28]1)[C:5]1[CH:6]=[CH:7][CH:8]=[CH:9][CH:10]=1 |f:2.3|. Solvent: O (water), CCOCC (ether), O (water), O1CCCC1 (tetrahydrofuran), O1CCCC1 (tetrahydrofuran). Procedure details: To a -78° C. solution of 17.4 g (0.10 mole) of dibromomethane and 21.7 g (0.050 mole) of 3-[2-benzyloxy-4-(1,1-dimethylheptyl)phenyl]-4,5-dimethylcyclohexanone in 100 ml of tetrahydrofuran is added dropwise over a period of 2 hours a solution of lithium dicyclohexylamide (0.10 mole) in 100 ml of tetrahydrofuran. The reaction is stirred one hour longer at -78° C. and quenched by addition of 2 ml (0.11 mole) of water. The reaction is added to 300 ml ether and 200 ml water. The ether extract is dri... The reactants are BrCBr (dibromomethane), C(C1=CC=CC=C1)OC1=C(C=CC(=C1)C(CCCCCC)(C)C)C1CC(CC(C1C)C)=O (3-[2-benzyloxy-4-(1,1-dimethylheptyl)phenyl]-4,5-dimethylcyclohexanone), C1(CCCCC1)[N-]C1CCCCC1.[Li+] (lithium dicyclohexylamide). Product: C(C1=CC=CC=C1)OC1=C(C=CC(=C1)C(CCCCCC)(C)C)C1CC(CC(C1C)C)(O)C(Br)Br (3-[2-benzyloxy-4-(1,1-dimethylheptyl)phenyl]-1-dibromomethyl-4,5-dimethylcyclohexanol). The reactants are BrC=1C=NC2=CC(=CC=C2C1)OC (3-bromo-7-methoxyquinoline), COC=1C=C(C=CC1)OB(O)O (3-methoxyphenylboric acid). Run at time 4.5 hour. The product is COC1=CC=C2C=C(C=NC2=C1)C1=CC(=CC=C1)OC (7-Methoxy-3-(3-methoxyphenyl)quinoline). Isolated yield 76.0%. Reaction SMILES: Br[C:2]1[CH:3]=[N:4][C:5]2[C:10]([CH:11]=1)=[CH:9][CH:8]=[C:7]([O:12][CH3:13])[CH:6]=2.[CH3:14][O:15][C:16]1[CH:17]=[C:18](OB(O)O)[CH:19]=[CH:20][CH:21]=1>>[CH3:13][O:12][C:7]1[CH:6]=[C:5]2[C:10]([CH:11]=[C:2]([C:20]3[CH:19]=[CH:18][CH:17]=[C:16]([O:15][CH3:14])[CH:21]=3)[CH:3]=[N:4]2)=[CH:9][CH:8]=1. Procedure details: The compound is prepared by the reaction of 3-bromo-7-methoxyquinoline (255 mg, 1.07 mmol, 1.06 eq) and 3-methoxyphenylboric acid (154 mg, 1.01 mmol, 1 eq) according to method A in 4.5 h. Purification by column chromatography with a mixture of hexane/ethyl acetate 9/1 yields the desired product in a yield of 76% (215 mg). Reactants: N1=CC=C2N=C3C(=C(N12)C1=CC=C(C=C1)O)CCCCC3 (4-(6,7,8,9-tetrahydro-5H-1,4,10a-triaza-cyclohepta[f]inden-10-yl)-phenol), BrCCCCl (1-bromo-3-chloropropane), C(=O)([O-])[O-].[K+].[K+] (K2CO3). Solvent: CN(C)C=O (DMF), CCOC(=O)C (EtOAc). Conditions: temperature 80 celsius, time 5 hour. Product: ClCCCOC1=CC=C(C=C1)C=1N2N=CC=C2N=C2C1CCCCC2 (10-[4-(3-chloro-propoxy)-phenyl]-6,7,8,9-tetrahydro-5H-1,4,10a-triaza-cyclohepta[f]indene). Yield: 18.3%. RXN SMILES: [N:1]1[N:9]2[C:4]([N:5]=[C:6]3[CH2:21][CH2:20][CH2:19][CH2:18][CH2:17][C:7]3=[C:8]2[C:10]2[CH:15]=[CH:14][C:13]([OH:16])=[CH:12][CH:11]=2)=[CH:3][CH:2]=1.Br[CH2:23][CH2:24][CH2:25][Cl:26].C([O-])([O-])=O.[K+].[K+]>CN(C=O)C.CCOC(C)=O>[Cl:26][CH2:25][CH2:24][CH2:23][O:16][C:13]1[CH:12]=[CH:11][C:10]([C:8]2[N:9]3[C:4]([N:5]=[C:6]4[CH2:21][CH2:20][CH2:19][CH2:18][CH2:17][C:7]=24)=[CH:3][CH:2]=[N:1]3)=[CH:15][CH:14]=1 |f:2.3.4|. Procedure: To a solution of 4-(6,7,8,9-tetrahydro-5H-1,4,10a-triaza-cyclohepta[f]inden-10-yl)-phenol (60 mg, 0.2 mmol) in DMF (1 mL) was added 1-bromo-3-chloropropane (67 mg, 0.4 mol) and K2CO3 (45 mg, 0.3 mmol). The mixture was stirred at 80° C. for 5 hours, then cooled, diluted with EtOAc (3 mL) and washed with H2O. The organic layer was washed with brine, dried over MgSO4, and concentrated. The residue was purified via preparative LCMS to give 10-[4-(3-chloro-propoxy)-phenyl]-6,7,8,9-tetrahydro-5H-1,4,1... Conditions: time 1 hour. Reactants: ClC1=C(N)C(=CC=C1)Cl (2,6-Dichloroaniline), ClS(=O)(=O)C1=NN2C(=NC=C(C2=N1)Br)OC (2-chlorosulfonyl-8-bromo-5-methoxy-1,2,4-triazolo[1,5-c]pyrimidine), N1=CC=CC=C1 (Pyridine), CS(=O)C (dimethyl sulfoxide). Procedure details: 2,6-Dichloroaniline (1.76 grams (g), 10.9 mmol), 2-chlorosulfonyl-8-bromo-5-methoxy-1,2,4-triazolo[1,5-c]pyrimidine (1.5 g, 4.6 mmol), and 30 milliliters (mL) of dry acetonitrile were placed in a 100 mL flask equipped with a gas inlet adapter and a magnetic stirring bar. Pyridine (0.74 mL, 9.2 mmol) and dimethyl sulfoxide (0.08 mL, 1.2 mmol) were added with stirring under nitrogen and the mixture was allowed to react for 1.25 hours (hr). The volatiles were then removed by evaporation under reduc... Reaction SMILES: [Cl:1][C:2]1[CH:8]=[CH:7][CH:6]=[C:5]([Cl:9])[C:3]=1[NH2:4].Cl[S:11]([C:14]1[N:22]=[C:21]2[N:16]([C:17]([O:24][CH3:25])=[N:18][CH:19]=[C:20]2[Br:23])[N:15]=1)(=[O:13])=[O:12].N1C=CC=CC=1.CS(C)=O>CCCCCC.C(#N)C>[Cl:1][C:2]1[CH:8]=[CH:7][CH:6]=[C:5]([Cl:9])[C:3]=1[NH:4][S:11]([C:14]1[N:22]=[C:21]2[N:16]([C:17]([O:24][CH3:25])=[N:18][CH:19]=[C:20]2[Br:23])[N:15]=1)(=[O:12])=[O:13]. Solvent: CCCCCC (hexane), C(C)#N (acetonitrile). Yields the product ClC1=C(C(=CC=C1)Cl)NS(=O)(=O)C1=NN2C(=NC=C(C2=N1)Br)OC (N-(2,6-Dichlorophenyl)-8-bromo-5-methoxy-1,2,4-triazolo[1,5-c]-pyrimidine-2-sulfonamide). Isolated yield 52.8%. The reactants are C(C1=CC=CC=C1)OCC(O)C=1C(=NOC1C1=CC=C(C=C1)Br)C (2-benzyloxy-1-[5-(4-bromo-phenyl)-3-methyl-isoxazol-4-yl]-ethanol), C(C)OC(=O)C1(CC1)C1=CC=C(C=C1)B1OC(C(O1)(C)C)(C)C (1-[4-(4,4,5,5-tetramethyl-[1,3,2]dioxaborolan-2-yl)-phenyl]-cyclopropanecarboxylic acid ethyl ester). Reagents/catalysts: Cl[Pd]([P](C1=CC=CC=C1)(C2=CC=CC=C2)C3=CC=CC=C3)([P](C4=CC=CC=C4)(C5=CC=CC=C5)C6=CC=CC=C6)Cl (dichlorobis(triphenylphosphine)palladium(II)). Product: C(C)OC(=O)C1(CC1)C1=CC=C(C=C1)C1=CC=C(C=C1)C1=C(C(=NO1)C)C(COCC1=CC=CC=C1)O (1-{4′-[4-(2-Benzyloxy-1-hydroxy-ethyl)-3-methyl-isoxazol-5-yl]-biphenyl-4-yl}-cyclopropanecarboxylic acid ethyl ester). As a reaction SMILES: [CH2:1]([O:8][CH2:9][CH:10]([C:12]1[C:13]([CH3:24])=[N:14][O:15][C:16]=1[C:17]1[CH:22]=[CH:21][C:20](Br)=[CH:19][CH:18]=1)[OH:11])[C:2]1[CH:7]=[CH:6][CH:5]=[CH:4][CH:3]=1.[CH2:25]([O:27][C:28]([C:30]1([C:33]2[CH:38]=[CH:37][C:36](B3OC(C)(C)C(C)(C)O3)=[CH:35][CH:34]=2)[CH2:32][CH2:31]1)=[O:29])[CH3:26]>Cl[Pd](Cl)([P](C1C=CC=CC=1)(C1C=CC=CC=1)C1C=CC=CC=1)[P](C1C=CC=CC=1)(C1C=CC=CC=1)C1C=CC=CC=1>[CH2:25]([O:27][C:28]([C:30]1([C:33]2[CH:38]=[CH:37][C:36]([C:20]3[CH:21]=[CH:22][C:17]([C:16]4[O:15][N:14]=[C:13]([CH3:24])[C:12]=4[CH:10]([OH:11])[CH2:9][O:8][CH2:1][C:2]4[CH:7]=[CH:6][CH:5]=[CH:4][CH:3]=4)=[CH:18][CH:19]=3)=[CH:35][CH:34]=2)[CH2:31][CH2:32]1)=[O:29])[CH3:26] |^1:50,69|. Procedure: Prepared according to the procedure described in Example 3, Step 5, using dichlorobis(triphenylphosphine)palladium(II) as the catalyst and using 2-benzyloxy-1-[5-(4-bromo-phenyl)-3-methyl-isoxazol-4-yl]-ethanol (Enantiomer B) and 1-[4-(4,4,5,5-tetramethyl-[1,3,2]dioxaborolan-2-yl)-phenyl]-cyclopropanecarboxylic acid ethyl ester.